This data is from the Open Reaction Database (ORD), a public repository of structured organic reaction records. The task is: describe an organic reaction: reactants, conditions, products, and yield The reactants are ClC1=CC=C(C=N1)OC1CCN(CC1)C(=O)OC(C)(C)C (tert-butyl 4-((6-chloropyridin-3-yl)oxy)piperidine-1-carboxylate), N1C=CC2=CC(=CC=C12)N1C(OCC1)=O (3-(1H-indol-5-yl)oxazolidin-2-one). Yields the product C(C)(C)(C)OC(=O)N1CCC(CC1)OC=1C=NC(=CC1)N1C=CC2=CC(=CC=C12)N1C(OCC1)=O (tert-Butyl-4-((6-(5-(2-oxooxazolidin-3-yl)-1H-indol-1-yl)pyridin-3-yl)oxy)piperidine-1-carboxylate). RXN SMILES: Cl[C:2]1[N:7]=[CH:6][C:5]([O:8][CH:9]2[CH2:14][CH2:13][N:12]([C:15]([O:17][C:18]([CH3:21])([CH3:20])[CH3:19])=[O:16])[CH2:11][CH2:10]2)=[CH:4][CH:3]=1.[NH:22]1[C:30]2[C:25](=[CH:26][C:27]([N:31]3[CH2:35][CH2:34][O:33][C:32]3=[O:36])=[CH:28][CH:29]=2)[CH:24]=[CH:23]1>>[C:18]([O:17][C:15]([N:12]1[CH2:13][CH2:14][CH:9]([O:8][C:5]2[CH:6]=[N:7][C:2]([N:22]3[C:30]4[C:25](=[CH:26][C:27]([N:31]5[CH2:35][CH2:34][O:33][C:32]5=[O:36])=[CH:28][CH:29]=4)[CH:24]=[CH:23]3)=[CH:3][CH:4]=2)[CH2:10][CH2:11]1)=[O:16])([CH3:21])([CH3:20])[CH3:19]. Procedure details: The title compound was prepared by following the similar procedure as described in Example-1 using tert-butyl 4-((6-chloropyridin-3-yl)oxy)piperidine-1-carboxylate (intermediate-06) and 3-(1H-indol-5-yl)oxazolidin-2-one (intermediate-59) (0.390 g, 63%). Reactants: FC=1C=C2C(CCOC2=CC1)=O (6-fluoro-4-chromanone), Cl (hydrochloric acid), FC(C(=O)OCC)(F)F (Ethyl trifluoroacetate), C[O-].[Na+] (sodium methoxide). Run in CCOCC (ether), CCOCC (ether). Reaction conditions: time 19 hour. The product is FC=1C=C2C(C(COC2=CC1)C(C(F)(F)F)=O)=O (6-fluoro-3-(trifluoroacetyl)-4-chromanone). The yield is 50.6%. As a reaction SMILES: [F:1][C:2]([F:9])([F:8])[C:3]([O:5]CC)=O.C[O-].[Na+].[F:13][C:14]1[CH:15]=[C:16]2[C:21](=[CH:22][CH:23]=1)[O:20][CH2:19][CH2:18][C:17]2=[O:24].Cl>CCOCC>[F:13][C:14]1[CH:15]=[C:16]2[C:21](=[CH:22][CH:23]=1)[O:20][CH2:19][CH:18]([C:3](=[O:5])[C:2]([F:1])([F:8])[F:9])[C:17]2=[O:24] |f:1.2|. Reported procedure: Ethyl trifluoroacetate (4.33 g, 30 mmol) was dissolved in ether (25 mL) and treated with sodium methoxide (25%, 7.08 g, 33 mmol). To the stirred solution was added 6-fluoro-4-chromanone (4.92 g, 30 mmol) and additional ether (10 mL). The reaction was stirred at room temperature overnight (19.0 hours) and treated with 3N hydrochloric acid (15 mL). The organic layer was collected, washed with brine, dried over MgSO4, concentrated in vacuo and recrystallized from ether/hexane to give a yellow solid... Starting materials: FC=1C=C(C=C(C1)F)C(CCC(C(=O)OC)(C)C)=O (methyl 5-(3,5-difluorophenyl)-2,2-dimethyl-5-oxopentanoate), CC(C)(C)[S@](=O)N ((S)-2-methylpropane-2-sulfinamide), CO (Methyl alcohol), [BH4-].[Na+] (Sodium borohydride). The reagents and catalysts are [O-]CC.[O-]CC.[O-]CC.[O-]CC.[Ti+4] (titanium tetraethoxide). The solvent is C1CCOC1 (THF), [Cl-].[Na+].O (brine). Conditions: time 15 minute. The product is C(C)(C)(C)[S@](=O)N[C@@H](CCC(C(=O)OC)(C)C)C1=CC(=CC(=C1)F)F (Methyl (5S)-5-{[(S)-tert-butylsulfinyl]amino}-5-(3,5-difluorophenyl)-2,2-dimethylpentanoate). Reaction SMILES: [F:1][C:2]1[CH:3]=[C:4]([C:9](=O)[CH2:10][CH2:11][C:12]([CH3:18])([CH3:17])[C:13]([O:15][CH3:16])=[O:14])[CH:5]=[C:6]([F:8])[CH:7]=1.[CH3:20][C:21]([S@@:24]([NH2:26])=[O:25])([CH3:23])[CH3:22].[BH4-].[Na+].CO>C1COCC1.[Cl-].[Na+].O.[O-]CC.[O-]CC.[O-]CC.[O-]CC.[Ti+4]>[C:21]([S@@:24]([NH:26][C@H:9]([C:4]1[CH:3]=[C:2]([F:1])[CH:7]=[C:6]([F:8])[CH:5]=1)[CH2:10][CH2:11][C:12]([CH3:18])([CH3:17])[C:13]([O:15][CH3:16])=[O:14])=[O:25])([CH3:23])([CH3:22])[CH3:20] |f:2.3,6.7.8,9.10.11.12.13|. Reported procedure: To a solution of methyl 5-(3,5-difluorophenyl)-2,2-dimethyl-5-oxopentanoate from Step D (500. mg, 1.85 mmol) and (S)-2-methylpropane-2-sulfinamide (336 mg, 2.78 mmol) in THF (6.5 mL), was added titanium tetraethoxide (616 mg, 2.52 mmol). The reaction vessel was quickly sealed and placed into a 60° C. bath for 3 hours. After cooling to ambient temperature a septum and nitrogen inlet were attached prior to cooling to 0° C. Sodium borohydride (191 mg, 5.05 mmol) was then added, and a complete react... The reactants are CNC(=NC#N)NCCSCc1nsc(NC(=N)N)n1, CO, [O-][I+3]([O-])([O-])[O-], [Na+], O. The product is CNC(=NC#N)NCCS(=O)Cc1nsc(NC(=N)N)n1. Reaction SMILES: [C:1](#[N:2])[N:3]=[C:4]([NH:5][CH2:6][CH2:7][S:8][CH2:9][c:10]1[n:11][s:12][c:13]([NH:15][C:16](=[NH:17])[NH2:18])[n:14]1)[NH:19][CH3:20].[CH3:27][OH:28].[I+3:21]([O-:22])([O-:23])([O-:24])[O-:25].[Na+:26].[OH2:29]>>[C:1](#[N:2])[N:3]=[C:4]([NH:5][CH2:6][CH2:7][S:8]([CH2:9][c:10]1[n:11][s:12][c:13]([NH:15][C:16](=[NH:17])[NH2:18])[n:14]1)=[O:22])[NH:19][CH3:20]. The reactants are O=C([O-])[O-], CC(C)CC(C(=O)Nc1ccn(CC2COC(C)(C)O2)n1)n1ncc(I)cc1=O, Cc1ccccc1, Nc1ccccc1Cl, [K+], [K+], CC(=O)[O-], CC(=O)[O-], [Pd+2], c1ccc(P(c2ccccc2)c2ccc3ccccc3c2-c2c(P(c3ccccc3)c3ccccc3)ccc3ccccc23)cc1. Yields the product CC(C)CC(C(=O)Nc1ccn(CC2COC(C)(C)O2)n1)n1ncc(Nc2ccccc2Cl)cc1=O. As a reaction SMILES: [C:30](=[O:31])([O-:32])[O-:33].[CH3:1][C:2]1([CH3:29])[O:3][CH2:4][CH:5]([CH2:7][n:8]2[n:9][c:10]([NH:13][C:14]([CH:15]([CH2:16][CH:17]([CH3:18])[CH3:19])[n:20]3[n:21][cH:22][c:23]([I:27])[cH:24][c:25]3=[O:26])=[O:28])[cH:11][cH:12]2)[O:6]1.[CH3:99][c:100]1[cH:101][cH:102][cH:103][cH:104][cH:105]1.[Cl:82][c:83]1[c:84]([NH2:85])[cH:86][cH:87][cH:88][cH:89]1.[K+:34].[K+:35].[O-:91][C:92]([CH3:93])=[O:94].[O-:95][C:96]([CH3:97])=[O:98].[Pd+2:90].[c:36]1([P:37]([c:38]2[cH:39][cH:40][cH:41][cH:42][cH:43]2)[c:44]2[cH:45][cH:46][c:47]3[c:48]([cH:49][cH:50][cH:51][cH:52]3)[c:53]2-[c:54]2[c:55]3[c:56]([cH:57][cH:58][cH:59][cH:60]3)[cH:61][cH:62][c:63]2[P:64]([c:65]2[cH:66][cH:67][cH:68][cH:69][cH:70]2)[c:71]2[cH:72][cH:73][cH:74][cH:75][cH:76]2)[cH:77][cH:78][cH:79][cH:80][cH:81]1>>[CH3:1][C:2]1([CH3:29])[O:3][CH2:4][CH:5]([CH2:7][n:8]2[n:9][c:10]([NH:13][C:14]([CH:15]([CH2:16][CH:17]([CH3:18])[CH3:19])[n:20]3[n:21][cH:22][c:23]([NH:85][c:84]4[c:83]([Cl:82])[cH:89][cH:88][cH:87][cH:86]4)[cH:24][c:25]3=[O:26])=[O:28])[cH:11][cH:12]2)[O:6]1. Starting materials: O=C1CCC=2C=CC=3C(=CC=4C(SC3C12)=CCCC4)C(=O)OC (Methyl 1-oxo-2,3,9,10-tetrahydro-1H-benz[b]indeno[5,4-f]thiepin-6-carboxylate), [OH-].[K+] (potassium hydroxide), Cl (hydrochloric acid). The solvent is O (Water). Conditions: time 8 hour. Yields the product O=C1CCC=2C=CC=3C(=CC=4C(SC3C12)=CCCC4)C(=O)O (1-Oxo-2,3,9,10-tetrahydro-1H-benz[b]indeno[5,4-f]thiepin-6-carboxylic acid). RXN SMILES: [O:1]=[C:2]1[C:15]2[C:14]3[S:13][C:12]4=[CH:16][CH2:17][CH2:18][CH:19]=[C:11]4[CH:10]=[C:9]([C:20]([O:22]C)=[O:21])[C:8]=3[CH:7]=[CH:6][C:5]=2[CH2:4][CH2:3]1.[OH-].[K+].Cl>O>[O:1]=[C:2]1[C:15]2[C:14]3[S:13][C:12]4=[CH:16][CH2:17][CH2:18][CH:19]=[C:11]4[CH:10]=[C:9]([C:20]([OH:22])=[O:21])[C:8]=3[CH:7]=[CH:6][C:5]=2[CH2:4][CH2:3]1 |f:1.2|. Procedure details: Methyl 1-oxo-2,3,9,10-tetrahydro-1H-benz[b]indeno[5,4-f]thiepin-6-carboxylate (160 mg, 0.5 mmole) was added to 4.1 ml of the potassium hydroxide solution described above and the mixture was stirred at room temperature under argon for 8 hours. Water (2 ml) was added and then 10% hydrochloric acid (0.3 ml) was added to precipitate the title compound 126 mg (81%), m.p. 298°-302° (dec.). Starting materials: CS(=O)(=O)C1=CC=C(C=C1)CC(=O)O (4-(methylsulfonyl)phenyl acetic acid). Solvent: O1CCCC1 (tetrahydrofuran). Run at temperature -10 celsius. Product: CS(=O)(=O)C1=CC=C(C=C1)CCO (2-[4-(methylsulfonyl)phenyl]-1-ethanol). The yield is 79.7%. Reaction SMILES: [CH3:1][S:2]([C:5]1[CH:10]=[CH:9][C:8]([CH2:11][C:12](O)=[O:13])=[CH:7][CH:6]=1)(=[O:4])=[O:3]>O1CCCC1>[CH3:1][S:2]([C:5]1[CH:10]=[CH:9][C:8]([CH2:11][CH2:12][OH:13])=[CH:7][CH:6]=1)(=[O:3])=[O:4]. Procedure details: 10 g (47 mmole) 4-(methylsulfonyl)phenyl acetic acid was dissolved in 40 ml tetrahydrofuran and the solution was cooled to −10° C. At this temperature 4-(methylsulfonyl)phenyl acetic acid precipitates. 47 ml 1 M borane-tetrahydrofuran complex was added slowly. The reaction mixture was allowed to reach room temperature and the reaction was followed by TLC. After completion 100 ml methanol was added and the solvents were evaporated. The residue was dissolved in dichloromethane and washed with sodi... The reactants are CCOC(=O)c1cn(Cc2c(F)cccc2F)c2cc(Br)c(CBr)cc2c1=O, CNCc1ccccc1, CCOC(C)=O, CCN(C(C)C)C(C)C, CN(C)C=O, O. Product: CCOC(=O)c1cn(Cc2c(F)cccc2F)c2cc(Br)c(CN(C)Cc3ccccc3)cc2c1=O. Reaction SMILES: [CH2:1]([CH3:2])[O:3][C:4](=[O:5])[c:6]1[cH:7][n:8]([CH2:20][c:21]2[c:22]([F:28])[cH:23][cH:24][cH:25][c:26]2[F:27])[c:9]2[cH:10][c:11]([Br:19])[c:12]([CH2:17][Br:18])[cH:13][c:14]2[c:15]1=[O:16].[CH3:29][NH:30][CH2:31][c:32]1[cH:33][cH:34][cH:35][cH:36][cH:37]1.[CH3:38][CH2:39][O:40][C:41](=[O:42])[CH3:43].[CH:45]([N:46]([CH2:47][CH3:48])[CH:49]([CH3:50])[CH3:51])([CH3:52])[CH3:53].[O:54]=[CH:55][N:56]([CH3:57])[CH3:58].[OH2:44]>>[CH2:1]([CH3:2])[O:3][C:4](=[O:5])[c:6]1[cH:7][n:8]([CH2:20][c:21]2[c:22]([F:28])[cH:23][cH:24][cH:25][c:26]2[F:27])[c:9]2[cH:10][c:11]([Br:19])[c:12]([CH2:17][N:30]([CH3:29])[CH2:31][c:32]3[cH:33][cH:34][cH:35][cH:36][cH:37]3)[cH:13][c:14]2[c:15]1=[O:16].